The task is: describe an organic reaction: reactants, conditions, products, and yield. This data is from the Open Reaction Database (ORD), a public repository of structured organic reaction records. Starting materials: O=C1CCC(=O)N1Br, Cc1cnc(C(F)(F)F)s1, c1ccccc1. Product: FC(F)(F)c1ncc(CBr)s1. RXN SMILES: [Br:11][N:12]1[C:13](=[O:14])[CH2:15][CH2:16][C:17]1=[O:18].[CH3:1][c:2]1[cH:3][n:4][c:5]([C:7]([F:8])([F:9])[F:10])[s:6]1.[cH:19]1[cH:20][cH:21][cH:22][cH:23][cH:24]1>>[CH2:1]([c:2]1[cH:3][n:4][c:5]([C:7]([F:8])([F:9])[F:10])[s:6]1)[Br:11]. Starting materials: S1C(=CC=C1)CC(=O)NC1[C@@H]2N(C(C(=CS2)C(C)OC(C)=O)C(=O)OC(C2=CC=CC=C2)C2=CC=CC=C2)C1=O (benzhydryl 7-(2-thienylacetamido)-3-(1-acetoxyethyl)-2-cephem-4-carboxylate), ClC1=CC(=CC=C1)C(=O)OO (m-chloroperbenzoic acid), II. Solvent: C(Cl)(Cl)Cl (chloroform), C(Cl)(Cl)Cl (chloroform), C(Cl)(Cl)Cl (chloroform). Run at temperature 5 celsius. Yields the product S1C(=CC=C1)CC(=O)NC1[C@@H]2N(C(=C(CS2=O)C(C)OC(C)=O)C(=O)OC(C2=CC=CC=C2)C2=CC=CC=C2)C1=O (Benzhydryl 7-(2-thienylacetamido)-3-(1-acetoxyethyl)-3-cephem-4-carboxylate 1-oxide). Reaction SMILES: [S:1]1[CH:5]=[CH:4][CH:3]=[C:2]1[CH2:6][C:7]([NH:9][CH:10]1[C:39](=[O:40])[N:12]2[CH:13]([C:23]([O:25][CH:26]([C:33]3[CH:38]=[CH:37][CH:36]=[CH:35][CH:34]=3)[C:27]3[CH:32]=[CH:31][CH:30]=[CH:29][CH:28]=3)=[O:24])[C:14]([CH:17]([O:19][C:20](=[O:22])[CH3:21])[CH3:18])=[CH:15][S:16][C@H:11]12)=[O:8].ClC1C=CC=C(C(OO)=[O:49])C=1>C(Cl)(Cl)Cl>[S:1]1[CH:5]=[CH:4][CH:3]=[C:2]1[CH2:6][C:7]([NH:9][CH:10]1[C:39](=[O:40])[N:12]2[C:13]([C:23]([O:25][CH:26]([C:27]3[CH:28]=[CH:29][CH:30]=[CH:31][CH:32]=3)[C:33]3[CH:38]=[CH:37][CH:36]=[CH:35][CH:34]=3)=[O:24])=[C:14]([CH:17]([O:19][C:20](=[O:22])[CH3:21])[CH3:18])[CH2:15][S:16](=[O:49])[C@H:11]12)=[O:8]. Procedure details: To a cooled (5° C.), stirred solution of 0.897 g. of benzhydryl 7-(2-thienylacetamido)-3-(1-acetoxyethyl)-2-cephem-4-carboxylate in 80 ml. of chloroform was added a solution of 0.348 g. of 85 percent m-chloroperbenzoic acid in 3 ml. of chloroform. The reaction mixture was allowed to stir with cooling for 30 minutes after which time it was transferred to a separatory funnel with the aid of additional chloroform and washed successively with sodium bicarbonate solution (2X), and brine (2X) and drie... Reactants: O=C(OC)C(C=1C=CC=C(F)C1)C. The reagents and catalysts are O1B(OC(C)(C)C1(C)C)B2OC(C)(C)C(O2)(C)C, N=1C=CC(=CC1C=2N=CC=C(C2)C(C)(C)C)C(C)(C)C, C[OH2+].C[OH2+].C1CC=CCCC=C1.C1CC=CCCC=C1.[Ir].[Ir]. The solvent is O1CCCC1. Run at temperature 50 celsius, time 24 hour. Product: O=C(OC)C(C1=CC=C(B2OC(C)(C)C(O2)(C)C)C(F)=C1)C. Isolated yield 80.0%. Starting materials: OC1=CC=C(C=C1)CCC(=O)OC (methyl 3-[4-hydroxyphenyl)propionate), S(CCO)CCO (2,2′-thiodiethanol), C1(=CC=CC=C1)P(C1=CC=CC=C1)C1=CC=CC=C1 (triphenylphosphine), N(=NC(=O)OCC)C(=O)OCC (diethyl azodicarboxylate). Run in C1=CC=CC=C1 (benzene), CCOCC (ether). Conditions: temperature 22 celsius, time 5 hour. Product: OCCSCCOC1=CC=C(C=C1)CCC(=O)OC (3-[4-[2-(2-hydroxyethylthio)ethoxy]phenyl]propanoic Acid, Methyl Ester). Isolated yield 79.7%. RXN SMILES: [OH:1][C:2]1[CH:7]=[CH:6][C:5]([CH2:8][CH2:9][C:10]([O:12][CH3:13])=[O:11])=[CH:4][CH:3]=1.[S:14]([CH2:18][CH2:19]O)[CH2:15][CH2:16][OH:17].C1(P(C2C=CC=CC=2)C2C=CC=CC=2)C=CC=CC=1.N(C(OCC)=O)=NC(OCC)=O>C1C=CC=CC=1.CCOCC>[OH:17][CH2:16][CH2:15][S:14][CH2:18][CH2:19][O:1][C:2]1[CH:3]=[CH:4][C:5]([CH2:8][CH2:9][C:10]([O:12][CH3:13])=[O:11])=[CH:6][CH:7]=1. Procedure details: A solution of methyl 3-[4-hydroxyphenyl)propionate (30.0 g, 0.166 mol), 2,2′-thiodiethanol (61.0 g, 0.50 mol) and triphenylphosphine (48.0 g, 0.183 mol) in dry benzene (450 ml) was treated at 22° C. with diethyl azodicarboxylate (33.2 g, 0.19 mol) added dropwise over 10 min and the resulting mixutre was stirred at 22° C. for 5 h. The reaction mixture was then diluted with ether (300 ml) washed with water, saturated sodium bicarbonate and brine. After drying (magnesium sulfate) the solvent was ev... The reactants are BrCC=1C(=C(C(=O)OCC)C=C(C1F)F)F (ethyl 3-bromomethyl-2,4,5-trifluorobenzoate), CC=1C(=C(C(=O)OCC)C=C(C1F)F)F (Ethyl 3-methyl-2,4,5-trifluorobenzoate), BrN1C(CCC1=O)=O (N-Bromosuccinimide), N(=NC(C#N)(C)C)C(C#N)(C)C (2,2′-azobisisobutyronitrile), C(C)(=O)[O-].[Na+] (sodium acetate). Run in C(C)(=O)OCC (ethyl acetate), C1=CC=CC=C1 (benzene), CN(C)C=O (DMF). Reaction conditions: temperature 90 celsius, time 30 minute. Yields the product C(C)(=O)OCC=1C(=C(C(=O)OCC)C=C(C1F)F)F (Ethyl 3-acetoxymethyl-2,4,5-trifluorobenzoate). As a reaction SMILES: [CH3:1][C:2]1[C:3]([F:15])=[C:4]([CH:10]=[C:11]([F:14])[C:12]=1[F:13])[C:5]([O:7][CH2:8][CH3:9])=[O:6].BrN1C(=O)CCC1=O.N(C(C)(C)C#N)=NC(C)(C)C#N.BrCC1C(F)=[C:40](C=C(F)C=1F)[C:41]([O:43]CC)=[O:42].C([O-])(=O)C.[Na+]>C1C=CC=CC=1.CN(C=O)C.C(OCC)(=O)C>[C:41]([O:43][CH2:1][C:2]1[C:3]([F:15])=[C:4]([CH:10]=[C:11]([F:14])[C:12]=1[F:13])[C:5]([O:7][CH2:8][CH3:9])=[O:6])(=[O:42])[CH3:40] |f:4.5|. Procedure: Ethyl 3-methyl-2,4,5-trifluorobenzoate (61.0 g, 279 mmol) was dissolved in benzene (1,000 mL). N-Bromosuccinimide (76.2 g, 428 mmol) and 2,2′-azobisisobutyronitrile (100 mg) were added thereto, and the mixture was refluxed for 3 days. The reaction mixture was left to cool, and the solid matter that precipitated was separated through filtration and washed with benzene. Subsequently, the filtrate and the wash solution were combined. The mixture was concentrated under reduced pressure. The residue ... Reactants: BrC1=NC(=CC=C1)NN (2-Bromo-6-hydrazinylpyridine), O=C1CC2CCCC(C1)N2C(=O)OC(C)(C)C (tert-butyl 3-oxo-9-azabicyclo[3.3.1]nonane-9-carboxylate). The solvent is CCO (EtOH). The product is BrC1=CC=CC(=N1)NN=C1CC2CCCC(C1)N2C(=O)OC(C)(C)C (tert-Butyl 3-(2-(6-bromopyridin-2-yl)hydrazono)-9-azabicyclo[3.3.1]nonane-9-carboxylate). Yield: 99.9%. Reaction SMILES: [Br:1][C:2]1[CH:7]=[CH:6][CH:5]=[C:4]([NH:8][NH2:9])[N:3]=1.O=[C:11]1[CH2:18][CH:17]2[N:19]([C:20]([O:22][C:23]([CH3:26])([CH3:25])[CH3:24])=[O:21])[CH:13]([CH2:14][CH2:15][CH2:16]2)[CH2:12]1>CCO>[Br:1][C:2]1[N:3]=[C:4]([NH:8][N:9]=[C:11]2[CH2:18][CH:17]3[N:19]([C:20]([O:22][C:23]([CH3:26])([CH3:25])[CH3:24])=[O:21])[CH:13]([CH2:14][CH2:15][CH2:16]3)[CH2:12]2)[CH:5]=[CH:6][CH:7]=1. Reported procedure: 2-Bromo-6-hydrazinylpyridine (393 mg, 2.09 mmol) and tert-butyl 3-oxo-9-azabicyclo[3.3.1]nonane-9-carboxylate (500 mg, 2.09 mmol) were heated at reflux in EtOH (5 mL) for 16 h and the mixture concentrated to provide the title compound (855 mg, 100%) as a yellow solid: ESI MS m/z 409 [M+H]+.